The task is: describe an organic reaction: reactants, conditions, products, and yield. This data is from the Open Reaction Database (ORD), a public repository of structured organic reaction records. Starting materials: C(#N)[BH3-].[Na+] (Sodium cyanoborohydride), [Si](C)(C)(C(C)(C)C)O[C@@H]([C@@H](CCC(CC1=CC=C(C=C1)[N+](=O)[O-])=O)NC(OCC1=CC=C(C=C1)OC)=O)C1=CC=CC=C1 (4-methoxybenzyl [(1R)-1-[(R)-{[tert-butyl(dimethyl)silyl]oxy}(phenyl)methyl]-5-(4-nitrophenyl)-4-oxopentyl]carbamate), C(=O)(C(F)(F)F)O (TFA). Run in C(Cl)Cl (DCM). Reaction conditions: time 1.5 hour. The product is [Si](C)(C)(C(C)(C)C)O[C@@H]([C@@H]1N[C@@H](CC1)CC1=CC=C(C=C1)[N+](=O)[O-])C1=CC=CC=C1 ((2R,5S)-2-[(R)-{[tert-butyl(dimethyl)silyl]oxy}(phenyl)methyl]-5-(4-nitrobenzyl)pyrrolidine), [Si](C)(C)(C(C)(C)C)O[C@@H]([C@@H]1N[C@H](CC1)CC1=CC=C(C=C1)[N+](=O)[O-])C1=CC=CC=C1 ((2R,5R)-2-[(R)-{[tert-butyl(dimethyl)silyl]oxy}(phenyl)methyl]-5-(4-nitrobenzyl)pyrrolidine). Yield: 26.0%. Reaction SMILES: [Si:1]([O:8][C@H:9]([C:38]1[CH:43]=[CH:42][CH:41]=[CH:40][CH:39]=1)[C@H:10]([NH:25]C(=O)OCC1C=CC(OC)=CC=1)[CH2:11][CH2:12][C:13](=O)[CH2:14][C:15]1[CH:20]=[CH:19][C:18]([N+:21]([O-:23])=[O:22])=[CH:17][CH:16]=1)([C:4]([CH3:7])([CH3:6])[CH3:5])([CH3:3])[CH3:2].C(O)(C(F)(F)F)=O.C([BH3-])#N.[Na+]>C(Cl)Cl>[Si:1]([O:8][C@H:9]([C:38]1[CH:43]=[CH:42][CH:41]=[CH:40][CH:39]=1)[C@H:10]1[CH2:11][CH2:12][C@@H:13]([CH2:14][C:15]2[CH:20]=[CH:19][C:18]([N+:21]([O-:23])=[O:22])=[CH:17][CH:16]=2)[NH:25]1)([C:4]([CH3:6])([CH3:7])[CH3:5])([CH3:3])[CH3:2].[Si:1]([O:8][C@H:9]([C:38]1[CH:43]=[CH:42][CH:41]=[CH:40][CH:39]=1)[C@H:10]1[CH2:11][CH2:12][C@H:13]([CH2:14][C:15]2[CH:20]=[CH:19][C:18]([N+:21]([O-:23])=[O:22])=[CH:17][CH:16]=2)[NH:25]1)([C:4]([CH3:6])([CH3:7])[CH3:5])([CH3:3])[CH3:2] |f:2.3|. Procedure: To a solution of MOZ protected ketone amine (from Step G, 34 g, 56 mmol) in DCM (350 ml) was added TFA (256 ml) and the resulting mixture stirred at room temperature for 1.5 h. The solution was evaporated under vacuum and residue partitioned between DCM and sat. NaHCO3. The organic layer was dried over MgSO4, filtered and evaporated. The residue was dissolved in MeOH (750 ml) and cooled to 0° C. via ice/water bath. Sodium cyanoborohydride (21.2 g, 337 mmol) was then added and the resulting mixtu... The reactants are NCCNC(=S)NC1=C(C=C(C=C1Cl)[N+](=O)[O-])Cl (1-(2-aminoethyl)-3-(2,6-dichloro-4-nitrophenyl)-thiourea), CC(C)([O-])C.[K+] (potassium t-butoxide). The solvent is C(C)(C)(C)O (t-butanol). Run at time 24 hour. The product is ClC1=C(C(=CC(=C1)[N+](=O)[O-])Cl)N=C1NCCN1 (2-[(2,6-dichloro-4-nitrophenyl)imino]imidazolidine). RXN SMILES: [NH2:1][CH2:2][CH2:3][NH:4][C:5]([NH:7][C:8]1[C:13]([Cl:14])=[CH:12][C:11]([N+:15]([O-:17])=[O:16])=[CH:10][C:9]=1[Cl:18])=S.CC(C)([O-])C.[K+]>C(O)(C)(C)C>[Cl:18][C:9]1[CH:10]=[C:11]([N+:15]([O-:17])=[O:16])[CH:12]=[C:13]([Cl:14])[C:8]=1[N:7]=[C:5]1[NH:4][CH2:3][CH2:2][NH:1]1 |f:1.2|. Procedure: The thiourea (7) (0.28 g, 0.91 mmole) was suspended in 10 mL of t-butanol and potassium t-butoxide (0.10 g, 0.91 mmole) was then added. The yellow mixture was heated at reflux where the color changed to orange, then slowly back to yellow and accompanied by the precipitation of a solid. Heating was continued for approximately 24 hours, and the solvent was then removed on a rotary evaporator. The residue was partitioned between 1M HCl and ethyl acetate and the aqueous phase was brought to pH 8-9 w...